From a dataset of the Open Reaction Database (ORD), a public repository of structured organic reaction records. describe an organic reaction: reactants, conditions, products, and yield Starting materials: O (water), ClC=1C2=C(N=CN1)OC(=C2C2=CC=C(C=C2)CC)C2=C(C=CC=C2)F (4-chloro-5-(4-ethylphenyl)-6-(2-fluorophenyl)furo[2,3-d]pyrimidine), [H-].[Na+] (sodium hydride), C(C)(C)(C)OC(CCCC[C@@H](C)O)=O ((6R)-6-hydroxyheptanoic acid tert.-butyl ester). Reagents/catalysts: [I-].C(CCC)[N+](CCCC)(CCCC)CCCC (tetra-n-butylammonium iodide). Solvent: C(C)(=O)OCC (ethyl acetate), C1CCOC1 (THF), C1CCOC1 (THF). Product: C(C)(C)(C)OC(CCCC[C@@H](C)OC=1C2=C(N=CN1)OC(=C2C2=CC=C(C=C2)CC)C2=C(C=CC=C2)F)=O ((6R)-6-{[5-(4-Ethylphenyl)-6-(2-fluorophenyl)furo[2,3-d]pyrimidin-4-yl]oxy}heptanoic acid tert.-butyl ester). RXN SMILES: [H-].[Na+].[C:3]([O:7][C:8](=[O:16])[CH2:9][CH2:10][CH2:11][CH2:12][C@H:13]([OH:15])[CH3:14])([CH3:6])([CH3:5])[CH3:4].Cl[C:18]1[C:19]2[C:26]([C:27]3[CH:32]=[CH:31][C:30]([CH2:33][CH3:34])=[CH:29][CH:28]=3)=[C:25]([C:35]3[CH:40]=[CH:39][CH:38]=[CH:37][C:36]=3[F:41])[O:24][C:20]=2[N:21]=[CH:22][N:23]=1.O>C1COCC1.[I-].C([N+](CCCC)(CCCC)CCCC)CCC.C(OCC)(=O)C>[C:3]([O:7][C:8](=[O:16])[CH2:9][CH2:10][CH2:11][CH2:12][C@H:13]([O:15][C:18]1[C:19]2[C:26]([C:27]3[CH:28]=[CH:29][C:30]([CH2:33][CH3:34])=[CH:31][CH:32]=3)=[C:25]([C:35]3[CH:40]=[CH:39][CH:38]=[CH:37][C:36]=3[F:41])[O:24][C:20]=2[N:21]=[CH:22][N:23]=1)[CH3:14])([CH3:4])([CH3:6])[CH3:5] |f:0.1,6.7|. Reported procedure: Add 87 mg (2.16 mmol) sodium hydride (60% dispersion in mineral oil) to a solution of 350 mg (1.73 mmol) (6R)-6-hydroxyheptanoic acid tert.-butyl ester in 5 ml THF, with ice cooling. After stirring for ten minutes with ice cooling, add a solution of 712 mg (90% purity, 1.82 mmol) 4-chloro-5-(4-ethylphenyl)-6-(2-fluorophenyl)furo[2,3-d]pyrimidine in 5 ml THF and 32 mg (0.09 mmol) tetra-n-butylammonium iodide. Stir the reaction mixture for 48 hours at room temperature. After adding water and ethyl...